This data is from the Open Reaction Database (ORD), a public repository of structured organic reaction records. The task is: describe an organic reaction: reactants, conditions, products, and yield Reactants: C(C)(C)(C)OC(NC1=C(C=C(C=C1)C(F)(F)F)N)=O ((2-amino-4-trifluoromethyl-phenyl)-carbamic acid tert-butyl ester), C(C)(C)(C)OC(CC(=O)C1=CC(=CC=C1)C=1C=NC(=CC1C)C)=O (3-[3-(4,6-dimethyl-pyridin-3-yl)-phenyl]-3-oxo-propionic acid tert-butyl ester). Product: C(C)(C)(C)OC(NC1=C(C=C(C=C1)C(F)(F)F)NC(CC(=O)C1=CC(=CC=C1)C=1C=NC(=CC1C)C)=O)=O ((2-{3-[3-(4,6-Dimethyl-pyridin-3-yl)-phenyl]-3-oxo-propionylamino}-4-trifluoromethyl-phenyl)-carbamic acid tert-butyl ester), foam. Isolated yield 81.0%. Reaction SMILES: [C:1]([O:5][C:6](=[O:19])[NH:7][C:8]1[CH:13]=[CH:12][C:11]([C:14]([F:17])([F:16])[F:15])=[CH:10][C:9]=1[NH2:18])([CH3:4])([CH3:3])[CH3:2].C([O:24][C:25](=O)[CH2:26][C:27]([C:29]1[CH:34]=[CH:33][CH:32]=[C:31]([C:35]2[CH:36]=[N:37][C:38]([CH3:42])=[CH:39][C:40]=2[CH3:41])[CH:30]=1)=[O:28])(C)(C)C>>[C:1]([O:5][C:6](=[O:19])[NH:7][C:8]1[CH:13]=[CH:12][C:11]([C:14]([F:17])([F:16])[F:15])=[CH:10][C:9]=1[NH:18][C:25](=[O:24])[CH2:26][C:27]([C:29]1[CH:34]=[CH:33][CH:32]=[C:31]([C:35]2[CH:36]=[N:37][C:38]([CH3:42])=[CH:39][C:40]=2[CH3:41])[CH:30]=1)=[O:28])([CH3:4])([CH3:2])[CH3:3]. Reported procedure: The title compound was prepared from (2-amino-4-trifluoromethyl-phenyl)-carbamic acid tert-butyl ester (Example J3) (207 mg, 0.75 mmol) and 3-[3-(4,6-dimethyl-pyridin-3-yl)-phenyl]-3-oxo-propionic acid tert-butyl ester (Example K32) (244 mg, 0.75 mmol) according to the general procedure M. Obtained as a white foam (320 mg, 81%). Product: O=C(O)COc1cc(F)ccc1C(=O)NCc1cccc([N+](=O)[O-])c1. RXN SMILES: [CH2:1]([CH3:2])[O:3][C:4]([CH2:5][O:6][c:7]1[c:8]([C:14]([NH:15][CH2:16][c:17]2[cH:18][c:19]([N+:23](=[O:24])[O-:25])[cH:20][cH:21][cH:22]2)=[O:26])[cH:9][cH:10][c:11]([F:13])[cH:12]1)=[O:27].[CH3:30][CH2:31][OH:32].[Na+:29].[OH-:28]>>[O:3]=[C:4]([CH2:5][O:6][c:7]1[c:8]([C:14]([NH:15][CH2:16][c:17]2[cH:18][c:19]([N+:23](=[O:24])[O-:25])[cH:20][cH:21][cH:22]2)=[O:26])[cH:9][cH:10][c:11]([F:13])[cH:12]1)[OH:27]. Starting materials: CCOC(=O)COc1cc(F)ccc1C(=O)NCc1cccc([N+](=O)[O-])c1, CCO, [Na+], [OH-].